Dataset: the Open Reaction Database (ORD), a public repository of structured organic reaction records. Task: describe an organic reaction: reactants, conditions, products, and yield The reactants are Intermediate 223E, C1(=CC=CC=C1)N\N=C\C(=O)OCC ((E)-ethyl 2-(2-phenylhydrazono)acetate), [Si](C)(C)(C(C)(C)C)OC[C@H]1N(CC2=CC=CC=C2C1)C(=O)C=1C=C(C(=O)OC(C)(C)C)C=CC1C=C(CCCC)[N+](=O)[O-] ((S)-tert-butyl 3-(3-((tert-butyldimethylsilyloxy)methyl)-1,2,3,4-tetrahydroisoquinoline-2-carbonyl)-4-(2-nitrohex-1-enyl)benzoate). Yields the product C(C)(C)(C)OC(=O)C1=CC(=C(C=C1)C=1C(=NN(C1CCCC)C1=CC=CC=C1)C(=O)OCC)C(=O)N1CC2=CC=CC=C2C[C@H]1CO[Si](C)(C)C(C)(C)C (Ethyl 4-(4-(tert-butoxycarbonyl)-2-((S)-3-((tert-butyldimethylsilyloxy)methyl)-1,2,3,4-tetrahydroisoquinoline-2-carbonyl)phenyl)-5-butyl-1-phenyl-1H-pyrazole-3-carboxylate). The yield is 64.6%. Reaction SMILES: [C:1]1([NH:7]/[N:8]=[CH:9]/[C:10]([O:12][CH2:13][CH3:14])=[O:11])[CH:6]=[CH:5][CH:4]=[CH:3][CH:2]=1.[Si:15]([O:22][CH2:23][C@@H:24]1[CH2:33][C:32]2[C:27](=[CH:28][CH:29]=[CH:30][CH:31]=2)[CH2:26][N:25]1[C:34]([C:36]1[CH:37]=[C:38]([CH:46]=[CH:47][C:48]=1[CH:49]=[C:50]([N+]([O-])=O)[CH2:51][CH2:52][CH2:53][CH3:54])[C:39]([O:41][C:42]([CH3:45])([CH3:44])[CH3:43])=[O:40])=[O:35])([C:18]([CH3:21])([CH3:20])[CH3:19])([CH3:17])[CH3:16]>>[C:42]([O:41][C:39]([C:38]1[CH:46]=[CH:47][C:48]([C:49]2[C:9]([C:10]([O:12][CH2:13][CH3:14])=[O:11])=[N:8][N:7]([C:1]3[CH:2]=[CH:3][CH:4]=[CH:5][CH:6]=3)[C:50]=2[CH2:51][CH2:52][CH2:53][CH3:54])=[C:36]([C:34]([N:25]2[C@H:24]([CH2:23][O:22][Si:15]([C:18]([CH3:19])([CH3:21])[CH3:20])([CH3:16])[CH3:17])[CH2:33][C:32]3[C:27](=[CH:28][CH:29]=[CH:30][CH:31]=3)[CH2:26]2)=[O:35])[CH:37]=1)=[O:40])([CH3:45])([CH3:43])[CH3:44]. Reported procedure: Following a procedure analogous to that for the synthesis of Intermediate 223E, (E)-ethyl 2-(2-phenylhydrazono)acetate (133 mg, 0.690 mmol) and of (S)-tert-butyl 3-(3-((tert-butyldimethylsilyloxy)methyl)-1,2,3,4-tetrahydroisoquinoline-2-carbonyl)-4-(2-nitrohex-1-enyl)benzoate (420 mg, 0.690 mmol) were converted to the title compound (335 mg, 65%). 1H NMR (CDCl3, 1:1 mixture of amide rotamers) δ 8.15-8.06 (m, 2H), 7.51-7.39 (m, 5H), 7.22-6.80 (m, 5H), 5.02-4.98 (m, 1H), 4.39-4.04 (m, 3H), 3.82-3.... The reactants are CCOCC, ClCCl, O=[Cr](=O)([O-])Cl, OCCCCc1ccccc1, c1cc[nH+]cc1. The product is O=CCCCc1ccccc1. As a reaction SMILES: [CH3:23][CH2:24][O:25][CH2:26][CH3:27].[Cl:28][CH2:29][Cl:30].[O:1]=[Cr:2]([Cl:3])([O-:4])=[O:5].[c:12]1([CH2:18][CH2:19][CH2:20][CH2:21][OH:22])[cH:13][cH:14][cH:15][cH:16][cH:17]1.[nH+:6]1[cH:7][cH:8][cH:9][cH:10][cH:11]1>>[c:12]1([CH2:18][CH2:19][CH2:20][CH:21]=[O:22])[cH:13][cH:14][cH:15][cH:16][cH:17]1. The reactants are C(C)(C)(C)OC(=O)N1CCC(CC1)C(=O)SC1=CC=CC=C1 (4-phenylsulfanylcarbonyl-piperidine-1-carboxylic acid tert-butyl ester), O1COC2=C1C=CC(=C2)B(O)O (benzo[d][1,3]dioxol-5-ylboronic acid). Reagents/catalysts: C=1C=CC(=CC1)/C=C/C(=O)/C=C/C2=CC=CC=C2.C=1C=CC(=CC1)/C=C/C(=O)/C=C/C2=CC=CC=C2.C=1C=CC(=CC1)/C=C/C(=O)/C=C/C2=CC=CC=C2.[Pd].[Pd] (Pd2dba3), S1C(=CC=C1)C(=O)[O-].[Cu+] (copper (I) thiophene-2-carboxylate). Solvent: C1CCOC1 (THF). Yields the product C(C)(C)(C)OC(=O)N1CCC(CC1)C(=O)C1=CC2=C(OCO2)C=C1 (4-(Benzo[1,3]dioxole-5-carbonyl)-piperidine-1-carboxylic acid tert-butyl ester). Yield: 92.5%. As a reaction SMILES: [O:1]1[C:5]2[CH:6]=[CH:7][C:8](B(O)O)=[CH:9][C:4]=2[O:3][CH2:2]1.[C:13]([O:17][C:18]([N:20]1[CH2:25][CH2:24][CH:23]([C:26](SC2C=CC=CC=2)=[O:27])[CH2:22][CH2:21]1)=[O:19])([CH3:16])([CH3:15])[CH3:14]>C1COCC1.C1C=CC(/C=C/C(/C=C/C2C=CC=CC=2)=O)=CC=1.C1C=CC(/C=C/C(/C=C/C2C=CC=CC=2)=O)=CC=1.C1C=CC(/C=C/C(/C=C/C2C=CC=CC=2)=O)=CC=1.[Pd].[Pd].S1C=CC=C1C([O-])=O.[Cu+]>[C:13]([O:17][C:18]([N:20]1[CH2:25][CH2:24][CH:23]([C:26]([C:8]2[CH:7]=[CH:6][C:5]3[O:1][CH2:2][O:3][C:4]=3[CH:9]=2)=[O:27])[CH2:22][CH2:21]1)=[O:19])([CH3:16])([CH3:15])[CH3:14] |f:3.4.5.6.7,8.9|. Procedure: To a mixture of benzo[d][1,3]dioxol-5-ylboronic acid (0.39 g, 2.30 mmol), ligand TFP (0.07 g, 0.3 mmol), Pd2dba3 (0.14 g, 0.16 mmol), copper (I) thiophene-2-carboxylate (0.45 g, 2.4 mmol) was added a solution of 4-phenylsulfanylcarbonyl-piperidine-1-carboxylic acid tert-butyl ester (0.5 g, 1.6 mmol) in 10 mL of THF while purging with N2 at 50° C. After 18 hours the reaction mixture was diluted with ethyl acetate, filtered through celite then concentrated in vacuo. Purification by flash chromatog... Reactants: [OH-].[NH4+] (ammonium hydroxide), C(Cl)Cl (methylene chloride), FC1=CC=C(C=O)C=C1 (4-fluorobenzaldehyde), [OH-].[K+] (potassium hydroxide), C(Cl)Cl (methylene chloride). The reagents and catalysts are [Cl-].[Li+] (lithium chloride), [Cl-].C(C1=CC=CC=C1)[N+](CC)(CC)CC (benzyltriethylammonium chloride). Run in C(Cl)(Cl)Cl (chloroform). Run at temperature 0 celsius, time 1 hour. Product: C1=CC(=CC=C1C(C(=O)O)N)F (DL-4-Fluorophenylglycine). RXN SMILES: [OH-:1].[NH4+:2].[OH-:3].[K+].[CH2:5](Cl)Cl.[F:8][C:9]1[CH:16]=[CH:15][C:12]([CH:13]=O)=[CH:11][CH:10]=1>[Cl-].C([N+](CC)(CC)CC)C1C=CC=CC=1.[Cl-].[Li+].C(Cl)(Cl)Cl>[CH:11]1[C:12]([CH:13]([NH2:2])[C:5]([OH:3])=[O:1])=[CH:15][CH:16]=[C:9]([F:8])[CH:10]=1 |f:0.1,2.3,6.7,8.9|. Reported procedure: 800 ml. of saturated ammonium hydroxide solution is slowly added to 67.6 g. (1.59 mmoles) of lithium chloride, 268.8 g. (4.79 moles) of potassium hydroxide is slowly added portionwise (the addition being exothermic), and a solution of 18.4 g. (0.81 mole) of benzyltriethylammonium chloride in 400 ml. of methylene chloride is added, the reaction mixture being stirred at 20°-25° C. under nitrogen throughout. The reaction mixture is cooled to 0° C., ammonia is bubbled in for 30 minutes with vigorous... Reactants: C(CCC)[Li] (n-Butyllithium), solution, BrC1=C(C=C(C=C1)F)F (1-bromo-2,4-difluorobenzene), C(C)(C)NC(C)C (Diisopropylamine), IC (iodomethane). The solvent is hexanes, C1CCOC1 (THF), C1CCOC1 (THF), C1CCOC1 (THF). Run at time 15 minute. Yields the product CC=1C(=C(C=CC1F)Br)F (3-Methyl-2,4-difluoro-bromobenzene). RXN SMILES: [CH:1](NC(C)C)(C)C.C([Li])CCC.[Br:13][C:14]1[CH:19]=[CH:18][C:17]([F:20])=[CH:16][C:15]=1[F:21].IC>C1COCC1>[CH3:1][C:16]1[C:15]([F:21])=[C:14]([Br:13])[CH:19]=[CH:18][C:17]=1[F:20]. Reported procedure: Diisopropylamine (11.9 ml, 85 mmol) is dissolved in 50 ml of anhydrous THF and cooled in a dry ice/acetone bath. n-Butyllithium (34 ml of a 2.5 M solution in hexanes, 85 mmol) is added dropwise. After 15 minutes, a solution of 1-bromo-2,4-difluorobenzene (16 g, 83 mmol) in 8 ml of THF is added at a rate to keep the temperature below −65° C. The reaction is stirred for 2.5 hours then a solution of iodomethane (10.3 ml, 166 mmol) in 8 ml of THF is added to the reaction. The ice bath is removed and... The reactants are OC=1C2=C(N=C(N1)CC(=O)OCC)SC1=C2CCCC1 (ethyl 2-(4-hydroxy-5,6,7,8-tetrahydrobenzo[4,5]thieno[2,3-d]pyrimidin-2-yl)acetate), P(=O)(Cl)(Cl)Cl (phosphorous oxy-chloride). Reaction conditions: temperature 0 celsius, time 30 minute. The product is ClC=1C2=C(N=C(N1)CC(=O)OCC)SC1=C2CCCC1 (ethyl 2-(4-chloro-5,6,7,8-tetrahydrobenzo[4,5]thieno[2,3-d]pyrimidin-2-yl)acetate). As a reaction SMILES: O[C:2]1[C:3]2[C:16]3[CH2:17][CH2:18][CH2:19][CH2:20][C:15]=3[S:14][C:4]=2[N:5]=[C:6]([CH2:8][C:9]([O:11][CH2:12][CH3:13])=[O:10])[N:7]=1.P(Cl)(Cl)([Cl:23])=O>>[Cl:23][C:2]1[C:3]2[C:16]3[CH2:17][CH2:18][CH2:19][CH2:20][C:15]=3[S:14][C:4]=2[N:5]=[C:6]([CH2:8][C:9]([O:11][CH2:12][CH3:13])=[O:10])[N:7]=1. Procedure: The ethyl 2-(4-hydroxy-5,6,7,8-tetrahydrobenzo[4,5]thieno[2,3-d]pyrimidin-2-yl)acetate (9 g, 0.03078 mol) and phosphorous oxy-chloride (45 ml) was refluxed for 4 h. After completion of the reaction, it was concentrated under reduced pressure. The resulting residue was cooled to 0° C. To this, ice water (200 ml) was added and stirred for 30 min. Then it was basified with 25% aq. NH4OH solution slowly to pH=8. It was extracted with DCM (250 ml×3). Organic extracts were washed with water followed b...